From a dataset of the Open Reaction Database (ORD), a public repository of structured organic reaction records. describe an organic reaction: reactants, conditions, products, and yield Reactants: CSC1=NC(=O)C(=Cc2ccc3c(cnn3Cc3ccc(Cl)cc3C(F)(F)F)c2)S1, O=C(O)C1CCNC1. Yields the product O=C1N=C(N2CCC(C(=O)O)C2)SC1=Cc1ccc2c(cnn2Cc2ccc(Cl)cc2C(F)(F)F)c1. As a reaction SMILES: [Cl:1][c:2]1[cH:3][c:4]([C:27]([F:28])([F:29])[F:30])[c:5]([CH2:6][n:7]2[n:8][cH:9][c:10]3[cH:11][c:12]([CH:16]=[C:17]4[C:18](=[O:24])[N:19]=[C:20]([S:22][CH3:23])[S:21]4)[cH:13][cH:14][c:15]23)[cH:25][cH:26]1.[NH:31]1[CH2:32][CH:33]([C:36](=[O:37])[OH:38])[CH2:34][CH2:35]1>>[Cl:1][c:2]1[cH:3][c:4]([C:27]([F:28])([F:29])[F:30])[c:5]([CH2:6][n:7]2[n:8][cH:9][c:10]3[cH:11][c:12]([CH:16]=[C:17]4[C:18](=[O:24])[N:19]=[C:20]([N:31]5[CH2:32][CH:33]([C:36](=[O:37])[OH:38])[CH2:34][CH2:35]5)[S:21]4)[cH:13][cH:14][c:15]23)[cH:25][cH:26]1.